The task is: describe an organic reaction: reactants, conditions, products, and yield. This data is from the Open Reaction Database (ORD), a public repository of structured organic reaction records. Starting materials: C([O-])([O-])=O.[K+].[K+] (potassium carbonate), FC(CCl)F (2,2-difluoro-1-chloroethane), C1(C=2C(C(N1)=O)=CC=CC2)=O (phthalimide). Reagents/catalysts: [Br-].C(CCC)[N+](CCCC)(CCCC)CCCC (tetra(n-butyl)ammonium bromide). Solvent: CN(C=O)C (N,N-dimethylformamide). Run at temperature 120 celsius, time 16 hour. Product: FC(CN1C(C2=CC=CC=C2C1=O)=O)F (2-(2,2-difluoroethyl)-1H-isoindole-1,3(2H)-dione). Yield: 100.0%. RXN SMILES: [F:1][CH:2]([F:5])[CH2:3]Cl.[C:6]1(=[O:16])[NH:10][C:9](=[O:11])[C:8]2=[CH:12][CH:13]=[CH:14][CH:15]=[C:7]12.C(=O)([O-])[O-].[K+].[K+]>[Br-].C([N+](CCCC)(CCCC)CCCC)CCC.CN(C)C=O>[F:1][CH:2]([F:5])[CH2:3][N:10]1[C:6](=[O:16])[C:7]2[C:8](=[CH:12][CH:13]=[CH:14][CH:15]=2)[C:9]1=[O:11] |f:2.3.4,5.6|. Procedure: An amount of 27.6 g (0.269 mol) of 2,2-difluoro-1-chloroethane, 2.16 g (6.73 mmol) of tetra(n-butyl)ammonium bromide and 20 g (0.135 mol) of phthalimide are dissolved in 95 g of N,N-dimethylformamide and treated with 46.96 g (0.336 mol) of potassium carbonate. The reaction mixture is stirred in an autoclave under pressure at 120° C. for 16 h. After the end of the reaction, cooling is carried out to ambient temperature and the solvent is exhaustively removed under vacuum. The remaining residue is... Reactants: [N+](=O)([O-])C1=CC=C(C(=O)Cl)C=C1 (p-nitrobenzoyl chloride), [Cl-].[Al+3].[Cl-].[Cl-] (aluminum chloride). The solvent is C1=CC=CC=C1 (benzene). Conditions: time 40 minute. Product: [N+](=O)([O-])C1=CC=C(C=C1)C(C1=CC=CC=C1)=O (p-nitrobenzophenone). Isolated yield 182.4%. Reaction SMILES: [N+:1]([C:4]1[CH:12]=[CH:11][C:7]([C:8](Cl)=[O:9])=[CH:6][CH:5]=1)([O-:3])=[O:2].[Cl-].[Al+3].[Cl-].[Cl-]>C1C=CC=CC=1>[N+:1]([C:4]1[CH:12]=[CH:11][C:7]([C:8](=[O:9])[C:4]2[CH:12]=[CH:11][CH:7]=[CH:6][CH:5]=2)=[CH:6][CH:5]=1)([O-:3])=[O:2] |f:1.2.3.4|. Procedure details: A total of 55.7 grams of p-nitrobenzoyl chloride was dissolved in 225 milliliters of benzene and, while stirring, 65 grams of anhydrous aluminum chloride was added thereto over a period of 40 minutes, all of which was done under a nitrogen atmosphere. After addition was completed, the mixture was stirred for 30 minutes on a steam bath and then poured over ice. Extraction of the resulting product with methylene chloride, followed by washing the organic layer with water, drying with anhydrous magn...